Dataset: the Open Reaction Database (ORD), a public repository of structured organic reaction records. Task: describe an organic reaction: reactants, conditions, products, and yield Reactants: O=C([O-])[O-], Cn1c(C#N)ccc1B(O)O, COC(C)(OC)OC(C)(OC)OC, [K+], [K+], N#CNCc1ccc(Br)cc1, O, O. Product: Cn1c(C#N)ccc1-c1ccc(CNC#N)cc1. RXN SMILES: [C:23](=[O:24])([O-:25])[O-:26].[CH3:12][n:13]1[c:14]([B:20]([OH:21])[OH:22])[cH:15][cH:16][c:17]1[C:18]#[N:19].[CH3:30][O:31][C:32]([O:33][C:34]([O:35][CH3:36])([O:37][CH3:38])[CH3:39])([O:40][CH3:41])[CH3:42].[K+:27].[K+:28].[N:1]#[C:2][NH:3][CH2:4][c:5]1[cH:6][cH:7][c:8]([Br:11])[cH:9][cH:10]1.[OH2:29].[OH2:43]>>[N:1]#[C:2][NH:3][CH2:4][c:5]1[cH:6][cH:7][c:8](-[c:14]2[n:13]([CH3:12])[c:17]([C:18]#[N:19])[cH:16][cH:15]2)[cH:9][cH:10]1. Conditions: time 8 hour. Product: NCCCNC(OCC1=CC=CC=C1)=O (Benzyl 3-aminopropylcarbamate). Starting materials: C(OCC1=CC=CC=C1)(OC1=CC=CC=C1)=O (benzyl phenyl carbonate), C(CCN)N (1,3-propanediamine). The solvent is CCO (EtOH). Reaction SMILES: [CH2:1]([NH2:5])[CH2:2][CH2:3][NH2:4].[C:6](=O)([O:15]C1C=CC=CC=1)[O:7][CH2:8][C:9]1[CH:14]=[CH:13][CH:12]=[CH:11][CH:10]=1>CCO>[NH2:4][CH2:3][CH2:2][CH2:1][NH:5][C:6](=[O:15])[O:7][CH2:8][C:9]1[CH:14]=[CH:13][CH:12]=[CH:11][CH:10]=1. Procedure details: To a solution of 1,3-propanediamine (6.50 g, 87.0 mol) in 250 mL of abs. EtOH was added benzyl phenyl carbonate (20.0 g, 87.0 mmol). The solution was stirred overnight. A white precipitate formed. The solvent was removed in a rotary evaporator, and the residue was taken up with 100 ml of distilled H2O. This was followed by acidification with 2M HCl to pH 1-2, and 4× extracting with 250 mL of CH2Cl2 each time. The aqueous phase was rendered strongly alkaline with 2M NaOH and extracted 4× with 250...